Task: describe an organic reaction: reactants, conditions, products, and yield. Dataset: the Open Reaction Database (ORD), a public repository of structured organic reaction records Reactants: [OH-].[Na+] (sodium hydroxide), CC1=CC(=CC2=C1C(OC(N2)=O)=O)C (5,7-dimethyl-2H-3,1-benzoxazine-2,4(1H)-dione). The solvent is CO (methanol). Conditions: temperature 60 celsius. Yields the product NC1=C(C(=O)OC)C(=CC(=C1)C)C (Methyl 2-amino-4,6-dimethylbenzoate). The yield is 86.0%. Reaction SMILES: [OH-].[Na+].[CH3:3][C:4]1[C:9]2[C:10](=[O:15])[O:11][C:12](=O)[NH:13][C:8]=2[CH:7]=[C:6]([CH3:16])[CH:5]=1>CO>[NH2:13][C:8]1[CH:7]=[C:6]([CH3:16])[CH:5]=[C:4]([CH3:3])[C:9]=1[C:10]([O:11][CH3:12])=[O:15] |f:0.1|. Procedure details: To a stirred solution of sodium hydroxide (0.013 g, 0.33 mM) in methanol (1.7 mL) was added 5,7-dimethyl-2H-3,1-benzoxazine-2,4(1H)-dione (0.67 g, 3.5 mM). The mixture was heated to 60° C. and maintained at that temperature for 45 min during which vigorous gas evolution ensued and all solids dissolved completely. The solution was cooled and concentrated using a rotary evaporator. The residue was dissolved in ethyl acetate, and the ethyl acetate solution was washed with water, dried (Na2 SO4), fi... The reactants are O1CCCC1 (tetrahydrofuran), N1[C@H](C(=O)N)CCC1 (proline amide), [I-].CSC1=[S+]C=CS1 (2-methylthio-1,3-dithiolium iodide). The solvent is CC(=O)C.C(C)OCC (acetone ethyl ether). The product is [I-].S1C(SC=C1)=[N+]1C(CCC1)C(N)=O (1-(1,3-dithiol-2-ylidene)-2-carbamoylpyrrolidinium iodide). Isolated yield 52.5%. RXN SMILES: O1CCCC1.[NH:6]1[CH2:13][CH2:12][CH2:11][C@H:7]1[C:8]([NH2:10])=[O:9].[I-:14].CS[C:17]1[S:21][CH:20]=[CH:19][S+:18]=1>CC(C)=O.C(OCC)C>[I-:14].[S:18]1[CH:19]=[CH:20][S:21][C:17]1=[N+:6]1[CH2:13][CH2:12][CH2:11][CH:7]1[C:8](=[O:9])[NH2:10] |f:2.3,4.5,6.7|. Procedure details: To 30 ml of tetrahydrofuran, 1.6 g of proline amide was dissolved, and 2.0 g of 2-methylthio-1,3-dithiolium iodide was gradually added under stirring at room temperature. The mixture was stirred at room temperature for 1 hour, and the precipitated crystals were collected by filtration and recrystallized from acetone-ethyl ether, whereby 1.3 g (yield: 53%) of 1-(1,3-dithiol-2-ylidene)-2-carbamoylpyrrolidinium iodide (Compound No. 44) was obtained as crystals having a melting point of from 250° to... The reactants are FCCN1N=NC(=N1)C1=CC=C(C=C1)C (1-(2-fluoroethyl)-4-(4-methylphenyl)-1,2,3,5-(1H)-tetrazole), BrN1C(CCC1=O)=O (N-bromosuccinimide), C(C1=CC=CC=C1)(=O)OOC(C1=CC=CC=C1)=O (benzoyl peroxide). Solvent: C(Cl)(Cl)(Cl)Cl (carbon tetrachloride). Conditions: time 5 hour. Product: FCCN1N=NC(=N1)C1=CC=C(CBr)C=C1 (4-[1-(2-fluoroethyl)-1,2,3,5-(1H)-tetrazol-4-yl]benzyl bromide). Isolated yield 15.9%. As a reaction SMILES: [F:1][CH2:2][CH2:3][N:4]1[N:8]=[C:7]([C:9]2[CH:14]=[CH:13][C:12]([CH3:15])=[CH:11][CH:10]=2)[N:6]=[N:5]1.[Br:16]N1C(=O)CCC1=O.C(OOC(=O)C1C=CC=CC=1)(=O)C1C=CC=CC=1>C(Cl)(Cl)(Cl)Cl>[F:1][CH2:2][CH2:3][N:4]1[N:8]=[C:7]([C:9]2[CH:14]=[CH:13][C:12]([CH2:15][Br:16])=[CH:11][CH:10]=2)[N:6]=[N:5]1. Reported procedure: Under a light source a stirred solution of 2.8 grams (0.013 mole) of 1-(2-fluoroethyl)-4-(4-methylphenyl)-1,2,3,5-(1H)-tetrazole, 2.4 grams (0.013 mole) of N-bromosuccinimide, and 0.19 gram (0.0008 mole) of benzoyl peroxide in 100 mL of carbon tetrachloride was heated to reflux. Once at reflux the reaction mixture was stirred for five hours. After this time the heat source was removed and the reaction mixture was stirred for about 18 hours. At the conclusion of this period the reaction mixture w... As a reaction SMILES: [OH:1][CH2:2][C@H:3]1[CH2:8][CH2:7][C@H:6]([NH:9][C:10](=[O:16])[O:11][C:12]([CH3:15])([CH3:14])[CH3:13])[CH2:5][C@@H:4]1[O:17][CH3:18].[CH3:19][S:20](Cl)(=[O:22])=[O:21]>ClCCl>[CH3:19][S:20]([O:1][CH2:2][C@H:3]1[CH2:8][CH2:7][C@H:6]([NH:9][C:10]([O:11][C:12]([CH3:13])([CH3:14])[CH3:15])=[O:16])[CH2:5][C@@H:4]1[O:17][CH3:18])(=[O:22])=[O:21]. Reported procedure: To a solution of tert-butyl [(1S,3S,4R)-4-(hydroxymethyl)-3-methoxycyclohexyl]carbamate (racemic) (720 mg, 2.8 mmol) in dichloromethane (9 mL) was added methanesulfonyl chloride (0.430 mL, 5.56 mmol) at 0° C. The mixture was stirred at 0° C. for 1 h. The mixture was then concentrated and partitioned between ethyl acetate and water. The organic phase was concentrated and purified by flash chromatography (eluting with a gradient of 50% ethyl acetate in hexanes) to give the desired product (0.859 g... The yield is 90.9%. Starting materials: OC[C@@H]1[C@H](C[C@H](CC1)NC(OC(C)(C)C)=O)OC (tert-butyl [(1S,3S,4R)-4-(hydroxymethyl)-3-methoxycyclohexyl]carbamate), CS(=O)(=O)Cl (methanesulfonyl chloride). Run at temperature 0 celsius, time 1 hour. Yields the product CS(=O)(=O)OC[C@@H]1[C@H](C[C@H](CC1)NC(=O)OC(C)(C)C)OC ({(1R,2S,4S)-4-[(tert-Butoxycarbonyl)amino]-2-methoxycyclohexyl}methyl methanesulfonate). Solvent: ClCCl (dichloromethane). The reactants are CN(C)C(=O)/N=N/C(=O)N(C)C (TMAD), OC1=CC=NN1C1=NC=CC(=C1)C#N (2-(5-hydroxy-1H-pyrazol-1-yl)pyridine-4-carbonitrile), FC1=CC=C(CO)C=C1 (4-fluorobenzyl alcohol), C1=CC=C(C=C1)P(C2=CC=CC=C2)C3=CC=CC=C3 (PPh3). Solvent: C1CCOC1 (THF). Conditions: time 8 hour. Yields the product FC1=CC=C(COC2=CC=NN2C2=NC=CC(=C2)C#N)C=C1 (2-{5-[(4-fluorobenzyl)oxy]-1H-pyrazol-1-yl}pyridine-4-carbonitrile). The yield is 13.7%. Reaction SMILES: [OH:1][C:2]1[N:6]([C:7]2[CH:12]=[C:11]([C:13]#[N:14])[CH:10]=[CH:9][N:8]=2)[N:5]=[CH:4][CH:3]=1.[F:15][C:16]1[CH:23]=[CH:22][C:19]([CH2:20]O)=[CH:18][CH:17]=1.C1C=CC(P(C2C=CC=CC=2)C2C=CC=CC=2)=CC=1.CN(C(/N=N/C(N(C)C)=O)=O)C>C1COCC1>[F:15][C:16]1[CH:23]=[CH:22][C:19]([CH2:20][O:1][C:2]2[N:6]([C:7]3[CH:12]=[C:11]([C:13]#[N:14])[CH:10]=[CH:9][N:8]=3)[N:5]=[CH:4][CH:3]=2)=[CH:18][CH:17]=1. Procedure details: To a mixture of 2-(5-hydroxy-1H-pyrazol-1-yl)pyridine-4-carbonitrile (185 mg, 0.99 mmol), 4-fluorobenzyl alcohol (188 mg, 1.49 mol), PPh3 (391 mg, 1.49 mmol) and THF (4 mL) cooled in an ice-water bath, TMAD (257 mg, 1.49 mmol) was added. The reaction mixture was stirred overnight at rt, filtered, and concentrated before purification by prep-HPLC to give the title compound (40 mg, 13%). 1H NMR (400 MHz, CDCl3): δ 5.14 (2H, s), 5.68 (1H, s), 7.00-7.05 (2H, m), 7.33-7.36 (3H, m), 7.52 (1H, s), 7.96...